This data is from the Open Reaction Database (ORD), a public repository of structured organic reaction records. The task is: describe an organic reaction: reactants, conditions, products, and yield Reactants: C(C1=CC=CC=C1)Cl (benzyl chloride), S(=O)(=O)(C)NOCC1=CC=C(C=C1)OC (N-mesyl-O-(p-methoxybenzyl)hydroxylamine). The solvent is C[O-].[Na+] (sodium methoxide). The product is C(C1=CC=CC=C1)N(OCC1=CC=C(C=C1)OC)S(=O)(=O)C (N-benzyl-N-mesyl-O-(p-methoxybenzyl)hydroxylamine). Isolated yield 65.3%. As a reaction SMILES: [S:1]([NH:5][O:6][CH2:7][C:8]1[CH:13]=[CH:12][C:11]([O:14][CH3:15])=[CH:10][CH:9]=1)([CH3:4])(=[O:3])=[O:2].[CH2:16](Cl)[C:17]1[CH:22]=[CH:21][CH:20]=[CH:19][CH:18]=1>C[O-].[Na+]>[CH2:16]([N:5]([S:1]([CH3:4])(=[O:2])=[O:3])[O:6][CH2:7][C:8]1[CH:13]=[CH:12][C:11]([O:14][CH3:15])=[CH:10][CH:9]=1)[C:17]1[CH:22]=[CH:21][CH:20]=[CH:19][CH:18]=1 |f:2.3|. Procedure details: 9.25 g (40 mmoles) of N-mesyl-O-(p-methoxybenzyl)hydroxylamine prepared as described in Reference Example 5 was added to sodium methoxide (prepared from 150 ml of absolute methanol and 1.2 g of sodium metal), and 6 g of benzyl chloride was then added to the mixture. The resulting mixture was heated under refluxing for 3 hours. The solvent was distilled off, and 150 ml of ethyl acetate and 50 ml of water were added to the residue. The organic layer was separated, dried over anhydrous sodium sulfa... Reactants: C1=CN(C=N1)C(=O)N2C=CN=C2 (CDI), FC=1C=C(C(=O)\N=C/2\N(C3=C(C=NC(=C3)OCCN3CCC(CC3)C(C)(C)O)N2)[C@H]2CC[C@H](CC2)C(=O)O)C=CC1 (cis-4-((E)-2-(3-fluorobenzoylimino)-6-(2-(4-(2-hydroxypropan-2-yl)piperidin-1-yl)ethoxy)-2,3-dihydro-1H-imidazo[4,5-c]pyridin-1-yl)cyclohexanecarboxylic acid), Cl.FC1(CNC1)F (3,3-difluoroazetidine hydrochloride). The solvent is C(Cl)Cl (DCM), CN(C)C=O (DMF). Run at time 1 hour. The product is FC1(CN(C1)C(=O)[C@H]1CC[C@H](CC1)N1\C(\NC=2C=NC(=CC21)OCCN2CCC(CC2)C(C)(C)O)=N\C(C2=CC(=CC=C2)F)=O)F ((E)-N-(1-(cis-4-(3,3-difluoroazetidine-1-carbonyl)cyclohexyl)-6-(2-(4-(2-hydroxypropan-2-yl)piperidin-1-yl)ethoxy)-1H-imidazo[4,5-c]pyridin-2(3H)-ylidene)-3-fluorobenzamide). The yield is 61.9%. Reaction SMILES: [F:1][C:2]1[CH:3]=[C:4]([CH:39]=[CH:40][CH:41]=1)[C:5](/[N:7]=[C:8]1/[N:9]([C@@H:30]2[CH2:35][CH2:34][C@H:33]([C:36](O)=[O:37])[CH2:32][CH2:31]2)[C:10]2[CH:15]=[C:14]([O:16][CH2:17][CH2:18][N:19]3[CH2:24][CH2:23][CH:22]([C:25]([OH:28])([CH3:27])[CH3:26])[CH2:21][CH2:20]3)[N:13]=[CH:12][C:11]=2[NH:29]/1)=[O:6].C1N=CN(C(N2C=NC=C2)=O)C=1.Cl.[F:55][C:56]1([F:60])[CH2:59][NH:58][CH2:57]1>CN(C=O)C.C(Cl)Cl>[F:55][C:56]1([F:60])[CH2:59][N:58]([C:36]([C@@H:33]2[CH2:34][CH2:35][C@H:30]([N:9]3[C:10]4[CH:15]=[C:14]([O:16][CH2:17][CH2:18][N:19]5[CH2:20][CH2:21][CH:22]([C:25]([OH:28])([CH3:26])[CH3:27])[CH2:23][CH2:24]5)[N:13]=[CH:12][C:11]=4[NH:29]/[C:8]/3=[N:7]\[C:5](=[O:6])[C:4]3[CH:39]=[CH:40][CH:41]=[C:2]([F:1])[CH:3]=3)[CH2:31][CH2:32]2)=[O:37])[CH2:57]1 |f:2.3|. Procedure: To a suspension of cis-4-((E)-2-(3-fluorobenzoylimino)-6-(2-(4-(2-hydroxypropan-2-yl)piperidin-1-yl)ethoxy)-2,3-dihydro-1H-imidazo[4,5-c]pyridin-1-yl)cyclohexanecarboxylic acid (0.05 g, 0.088 mmol) in DMF (1 mL) was added CDI (0.029 g, 0.176 mmol), and the resulting mixture was stirred at RT for 1 hour. To this mixture was added 3,3-difluoroazetidine hydrochloride (0.057 g, 0.440 mmol), and the mixture was stirred at RT for 1 hour. The mixture was diluted with DCM (10 mL) and washed with aqueous... Run in C1(=CC=CC=C1)C (toluene). The reactants are O1CCOC12CCC(CC2)O (1,4-dioxaspiro[4.5]decan-8-ol), FC(C=1C=C(C=CC1)CBr)(F)F (3-trifluoromethylphenylmethyl bromide), [H-].[Na+] (sodium hydride). As a reaction SMILES: [O:1]1[C:5]2([CH2:10][CH2:9][CH:8]([OH:11])[CH2:7][CH2:6]2)[O:4][CH2:3][CH2:2]1.[F:12][C:13]([F:23])([F:22])[C:14]1[CH:15]=[C:16]([CH2:20]Br)[CH:17]=[CH:18][CH:19]=1.[H-].[Na+]>C1(C)C=CC=CC=1>[F:12][C:13]([F:22])([F:23])[C:14]1[CH:15]=[C:16]([CH2:20][O:11][CH:8]2[CH2:9][CH2:10][C:5]3([O:4][CH2:3][CH2:2][O:1]3)[CH2:6][CH2:7]2)[CH:17]=[CH:18][CH:19]=1 |f:2.3|. Reported procedure: This compound is prepared in a manner analogous to that of Step D of Example 9, using 4.7 grams (0.030 mole) of 1,4-dioxaspiro[4.5]decan-8-ol (prepared as in Step B of Example 8), 7.2 grams (0.030 mole) of 3-trifluoromethylphenylmethyl bromide, and 1.3 grams (0.033 mole) of sodium hydride (60% in mineral oil) in 60 mL of toluene, yielding 8-(3-trifluoromethyl phenyl methoxy)-1,4-dioxaspiro[4.5]decane. Product: FC(C=1C=C(C=CC1)COC1CCC2(OCCO2)CC1)(F)F (8-(3-trifluoromethyl phenyl methoxy)-1,4-dioxaspiro[4.5]decane).